Dataset: the Open Reaction Database (ORD), a public repository of structured organic reaction records. Task: describe an organic reaction: reactants, conditions, products, and yield Reactants: [N+](=O)([O-])C1=C(CCCNCC(=O)O)C=CC=C1 (N-(o-nitrobenzyl)ethyl glycine), [H][H] (hydrogen). The reagents and catalysts are [Pd] (Pd/C). The solvent is C(C)O (ethyl alcohol). Product: NC1=C(CCCNCC(=O)O)C=CC=C1 (N-(o-Aminobenzyl)ethyl glycine). Yield: 77.0%. Reaction SMILES: [N+:1]([C:4]1[CH:17]=[CH:16][CH:15]=[CH:14][C:5]=1[CH2:6][CH2:7][CH2:8][NH:9][CH2:10][C:11]([OH:13])=[O:12])([O-])=O.[H][H]>[Pd].C(O)C>[NH2:1][C:4]1[CH:17]=[CH:16][CH:15]=[CH:14][C:5]=1[CH2:6][CH2:7][CH2:8][NH:9][CH2:10][C:11]([OH:13])=[O:12]. Reported procedure: To a solution of 13.0 g. (5.46×10-2 moles) of N-(o-nitrobenzyl)ethyl glycine in 200 ml. of absolute ethyl alcohol was added slowly 0.76 g. (5% by weight) of 10% Pd/C catalyst and the mixture placed on a Paar hydrogenator. The mixture was shaken until theoretical hydrogen (16.4×10-2 moles) had been absorbed, removed from the Paar and the mixture filtered under suction. The catalyst was washed with ethyl alcohol and the solvent removed in vacuo affording a yellow oil. Purification of the oil was e... The reactants are C1CCOC1, C=C1C(=O)C2CCN1CC2, CO. Product: CC1C(=O)C2CCN1CC2. Reaction SMILES: [CH2:11]1[O:12][CH2:13][CH2:14][CH2:15]1.[CH2:1]=[C:2]1[N:3]2[CH2:4][CH2:5][CH:6]([C:7]1=[O:8])[CH2:9][CH2:10]2.[CH3:16][OH:17]>>[CH3:1][CH:2]1[N:3]2[CH2:4][CH2:5][CH:6]([C:7]1=[O:8])[CH2:9][CH2:10]2. Reactants: CCOC(=O)/N=N/C(=O)OCC (diethylazodicarboxylate), C1(C=2C(C(N1)=O)=CC=CC2)=O (Phthalimide), OCC1=CC=C(OCC2=NC(=NO2)[C@H]2N(CCCC2)C(=O)OC(C)(C)C)C=C1 (tert-butyl (2S)-2-(5-[4-(hydroxymethyl)phenoxymethyl]-1,2,4-oxadiazol-3-yl)-1-piperidinecarboxylate), C1(=CC=CC=C1)P(C1=CC=CC=C1)C1=CC=CC=C1 (triphenylphosphine). Solvent: O1CCCC1 (tetrahydrofuran). Conditions: temperature 0 celsius, time 10 minute. The product is O=C1N(C(C2=CC=CC=C12)=O)CC1=CC=C(OCC2=NC(=NO2)[C@H]2N(CCCC2)C(=O)OC(C)(C)C)C=C1 (tert-butyl (2S)-2-[5-(4-[(1,3-dioxo-2,3-dihydro-1H-2-isoindolyl)methyl]phenoxymethyl)-1,2,4-oxadiazol-3-yl]-1-piperidinecarboxylate). Isolated yield 77.2%. Reaction SMILES: [C:1]1(=[O:11])[NH:5][C:4](=[O:6])[C:3]2=[CH:7][CH:8]=[CH:9][CH:10]=[C:2]12.O[CH2:13][C:14]1[CH:39]=[CH:38][C:17]([O:18][CH2:19][C:20]2[O:24][N:23]=[C:22]([C@@H:25]3[CH2:30][CH2:29][CH2:28][CH2:27][N:26]3[C:31]([O:33][C:34]([CH3:37])([CH3:36])[CH3:35])=[O:32])[N:21]=2)=[CH:16][CH:15]=1.C1(P(C2C=CC=CC=2)C2C=CC=CC=2)C=CC=CC=1.CCOC(/N=N/C(OCC)=O)=O>O1CCCC1>[O:6]=[C:4]1[C:3]2[C:2](=[CH:10][CH:9]=[CH:8][CH:7]=2)[C:1](=[O:11])[N:5]1[CH2:13][C:14]1[CH:15]=[CH:16][C:17]([O:18][CH2:19][C:20]2[O:24][N:23]=[C:22]([C@@H:25]3[CH2:30][CH2:29][CH2:28][CH2:27][N:26]3[C:31]([O:33][C:34]([CH3:35])([CH3:37])[CH3:36])=[O:32])[N:21]=2)=[CH:38][CH:39]=1. Reported procedure: Phthalimide (480 mg) was added to a solution of tert-butyl (2S)-2-(5-[4-(hydroxymethyl)phenoxymethyl]-1,2,4-oxadiazol-3-yl)-1-piperidinecarboxylate [see Preparation 13] (1.06 g) in tetrahydrofuran (10 ml). The mixture was cooled to 0° C. and triphenylphosphine (1.07 g) was added followed by diethylazodicarboxylate (0.642 ml). The resulting yellow solution was stirred at 0° C. for 10 mins. and then at room temperature for 1 hour. The mixture was evaporated to a low volume under reduced pressure a... The reactants are COC=1C=C(C=O)C=CC1OC (3,4-dimethoxybenzaldehyde), NH4OAc, [N+](=O)([O-])C (nitromethane). The product is COC=1C=C(C=C[N+](=O)[O-])C=CC1OC (3,4-dimethoxy-β-nitrostyrene). As a reaction SMILES: [CH3:1][O:2][C:3]1[CH:4]=[C:5]([CH:8]=[CH:9][C:10]=1[O:11][CH3:12])[CH:6]=O.[N+:13]([CH3:16])([O-:15])=[O:14]>>[CH3:1][O:2][C:3]1[CH:4]=[C:5]([CH:8]=[CH:9][C:10]=1[O:11][CH3:12])[CH:6]=[CH:16][N+:13]([O-:15])=[O:14]. Procedure details: According to Scheme I, an optionally substituted dimethoxybenzaldehyde of formula 2, nitromethane and a catalytic amount of ammonium acetate (about 10 mol% per dimethoxybenzaldehyde) are heated to about 70°-100° C. for about 2-6 hours. The resulting product is precipitated from a mixture of water and isopropanol (about 7:1) to yield a nitrostyrene derivative of formula 3 (step 1). For example, 3,4-dimethoxybenzaldehyde is treated with NH4OAc and nitromethane to yield 3,4-dimethoxy-β-nitrostyrene... The reactants are [Al+3], [H-], [H-], [H-], [H-], [Li+], Cc1ccc(S(=O)(=O)C2(C#N)CCCC2)cc1. The product is Cc1ccc(S(=O)(=O)C2(CN)CCCC2)cc1. As a reaction SMILES: [Al+3:20].[H-:18].[H-:21].[H-:22].[H-:23].[Li+:19].[c:1]1([CH3:17])[cH:2][cH:3][c:4]([S:7](=[O:8])(=[O:9])[C:10]2([C:15]#[N:16])[CH2:11][CH2:12][CH2:13][CH2:14]2)[cH:5][cH:6]1>>[c:1]1([CH3:17])[cH:2][cH:3][c:4]([S:7](=[O:8])(=[O:9])[C:10]2([CH2:15][NH2:16])[CH2:11][CH2:12][CH2:13][CH2:14]2)[cH:5][cH:6]1. Reaction SMILES: [Cl:12][CH2:13][CH2:14][C:15](=[O:16])[OH:17].[K+:19].[OH-:18].[OH:1][c:2]1[c:3]2[c:7]([cH:8][cH:9][cH:10]1)[C:6](=[O:11])[CH2:5][CH2:4]2>>[O:1]([c:2]1[c:3]2[c:7]([cH:8][cH:9][cH:10]1)[C:6](=[O:11])[CH2:5][CH2:4]2)[CH2:13][CH2:14][C:15](=[O:16])[OH:17]. The product is O=C(O)CCOc1cccc2c1CCC2=O. The reactants are O=C(O)CCCl, [K+], [OH-], O=C1CCc2c(O)cccc21. Starting materials: COC(=O)Cc1ccc2cc(OC)ccc2c1, COCCOC, CI, CCO, [H-], [Na+], O. The product is COC(=O)C(C)c1ccc2cc(OC)ccc2c1. As a reaction SMILES: [CH3:1][O:2][c:3]1[cH:4][c:5]2[cH:6][cH:7][c:8]([CH2:13][C:14](=[O:15])[O:16][CH3:17])[cH:9][c:10]2[cH:11][cH:12]1.[CH3:20][O:21][CH2:22][CH2:23][O:24][CH3:25].[CH3:26][I:27].[CH3:28][CH2:29][OH:30].[H-:18].[Na+:19].[OH2:31]>>[CH3:1][O:2][c:3]1[cH:4][c:5]2[cH:6][cH:7][c:8]([CH:13]([C:14](=[O:15])[O:16][CH3:17])[CH3:20])[cH:9][c:10]2[cH:11][cH:12]1.